From a dataset of the Open Reaction Database (ORD), a public repository of structured organic reaction records. describe an organic reaction: reactants, conditions, products, and yield Starting materials: CC(=O)c1cccc2ccccc12, CC(C)O, CC(C)O, [H][H], [K+], [OH-]. The product is CC(O)c1cccc2ccccc12. RXN SMILES: [C:7]([CH3:8])(=[O:9])[c:10]1[cH:11][cH:12][cH:13][c:14]2[cH:15][cH:16][cH:17][cH:18][c:19]12.[CH3:22][CH:23]([OH:24])[CH3:25].[CH3:3][CH:4]([OH:5])[CH3:6].[H:20][H:21].[K+:2].[OH-:1]>>[CH:7]([CH3:8])([OH:9])[c:10]1[cH:11][cH:12][cH:13][c:14]2[cH:15][cH:16][cH:17][cH:18][c:19]12.